Dataset: the Open Reaction Database (ORD), a public repository of structured organic reaction records. Task: describe an organic reaction: reactants, conditions, products, and yield Starting materials: ClC=1C=C(CP(OCC)(OCC)=O)C=CC1[N+](=O)[O-] (Diethyl 3-chloro-4-nitrobenzylphosphonate), O=C1CCN(CC1)C(=O)OC(C)(C)C (tert-butyl 4-oxopiperidine-1-carboxylate), O1CCCC1 (tetrahydrofuran), [H-].[Na+] (sodium hydride). Solvent: O (Water). Run at time 8 hour. Product: ClC=1C=C(C=C2CCN(CC2)C(=O)OC(C)(C)C)C=CC1[N+](=O)[O-] (tert-butyl 4-(3-chloro-4-nitrobenzylidene)-piperidine-1-carboxylate). The yield is 86.0%. RXN SMILES: [Cl:1][C:2]1[CH:3]=[C:4]([CH:14]=[CH:15][C:16]=1[N+:17]([O-:19])=[O:18])[CH2:5]P(=O)(OCC)OCC.O=[C:21]1[CH2:26][CH2:25][N:24]([C:27]([O:29][C:30]([CH3:33])([CH3:32])[CH3:31])=[O:28])[CH2:23][CH2:22]1.O1CCCC1.[H-].[Na+]>O>[Cl:1][C:2]1[CH:3]=[C:4]([CH:14]=[CH:15][C:16]=1[N+:17]([O-:19])=[O:18])[CH:5]=[C:21]1[CH2:26][CH2:25][N:24]([C:27]([O:29][C:30]([CH3:33])([CH3:32])[CH3:31])=[O:28])[CH2:23][CH2:22]1 |f:3.4|. Reported procedure: Diethyl 3-chloro-4-nitrobenzylphosphonate (2.80 mmol, 0.86 g), tert-butyl 4-oxopiperidine-1-carboxylate (2.80 mmol, 0.557 g) and tetrahydrofuran (4.89 mL) were stirred and sodium hydride (4.19 mmol, 0.168 g) was added. The reaction was stirred overnight at room temperature. Water was added and the reaction extracted with dichloromethane. The organic phase was dried over sodium sulfate and concentrated under vacuum to afford the intermediate tert-butyl 4-(3-chloro-4-nitrobenzylidene)-piperidine-1... Solvent: O1CCOCC1 (1,4-dioxane). Isolated yield 38.1%. The reagents and catalysts are [Cu](I)I (copper iodide). The product is CC1=C(C=NC=C1)N1C(C2=CC(=CC=C2CC1)C#N)=O (2-(4-Methyl-pyridin-3-yl)-1-oxo-1,2,3,4-tetrahydro-isoquinoline-7-carbonitrile). Reaction SMILES: [O:1]=[C:2]1[C:11]2[C:6](=[CH:7][CH:8]=[C:9]([C:12]#[N:13])[CH:10]=2)[CH2:5][CH2:4][NH:3]1.I[C:15]1[CH:16]=[N:17][CH:18]=[CH:19][C:20]=1[CH3:21].P([O-])([O-])([O-])=O.[K+].[K+].[K+]>[Cu](I)I.O1CCOCC1>[CH3:21][C:20]1[CH:19]=[CH:18][N:17]=[CH:16][C:15]=1[N:3]1[CH2:4][CH2:5][C:6]2[C:11](=[CH:10][C:9]([C:12]#[N:13])=[CH:8][CH:7]=2)[C:2]1=[O:1] |f:2.3.4.5|. Procedure details: Using analogous reaction conditions as described in Example 1, 1-oxo-1,2,3,4-tetrahydro-isoquinoline-7-carbonitrile (I-32c: 120 mg, 0.6976 mmol) was reacted with 3-iodo-4-methyl-pyridine (152.7 mg, 0.6976 mmol), 1,4-dioxane (5 mL), copper iodide (13.2 mg, 0.06976 mmol), trans-N,N′-dimethyl-cyclohexyl-1,2-diamine (40 mL, 0.2092 mmol) and potassium phosphate (369.7 mg, 1.744 mmol) to afford the crude product. Purification by column chromatography on silica gel (80% ethylacetate in hexane) afforded... The reactants are O=C1NCCC2=CC=C(C=C12)C#N (1-oxo-1,2,3,4-tetrahydro-isoquinoline-7-carbonitrile), IC=1C=NC=CC1C (3-iodo-4-methyl-pyridine), trans-N,N′-dimethyl-cyclohexyl-1,2-diamine, P(=O)([O-])([O-])[O-].[K+].[K+].[K+] (potassium phosphate). Reactants: CCC(CC)(c1ccc(C#CC2(O)CCSCC2)c(C)c1)c1ccc(B2OC(C)(C)C(C)(C)O2)c(C)c1, ClCCl, O, C[Si](C)(C)OS(=O)(=O)C(F)(F)F, Cc1cccc(C)n1. The product is CCC(CC)(c1ccc(C#CC2(O[Si](C)(C)C)CCSCC2)c(C)c1)c1ccc(B2OC(C)(C)C(C)(C)O2)c(C)c1. As a reaction SMILES: [CH2:9]([CH3:10])[C:11]([CH2:12][CH3:13])([c:14]1[cH:15][c:16]([CH3:29])[c:17]([B:20]2[O:21][C:22]([CH3:27])([CH3:28])[C:23]([CH3:25])([CH3:26])[O:24]2)[cH:18][cH:19]1)[c:30]1[cH:31][c:32]([CH3:45])[c:33]([C:36]#[C:37][C:38]2([OH:44])[CH2:39][CH2:40][S:41][CH2:42][CH2:43]2)[cH:34][cH:35]1.[Cl:59][CH2:60][Cl:61].[OH2:58].[S:46]([O:47][Si:54]([CH3:55])([CH3:56])[CH3:57])([C:48]([F:49])([F:50])[F:51])(=[O:52])=[O:53].[n:1]1[c:2]([CH3:3])[cH:4][cH:5][cH:6][c:7]1[CH3:8]>>[CH2:9]([CH3:10])[C:11]([CH2:12][CH3:13])([c:14]1[cH:15][c:16]([CH3:29])[c:17]([B:20]2[O:21][C:22]([CH3:27])([CH3:28])[C:23]([CH3:25])([CH3:26])[O:24]2)[cH:18][cH:19]1)[c:30]1[cH:31][c:32]([CH3:45])[c:33]([C:36]#[C:37][C:38]2([O:44][Si:54]([CH3:55])([CH3:56])[CH3:57])[CH2:39][CH2:40][S:41][CH2:42][CH2:43]2)[cH:34][cH:35]1. The reactants are N(=O)[O-].[Na+] (sodium nitrite), C(C)OC(CC=1N=C(SC1)N)=O ((2-amino-thiazol-4-yl)acetic acid ethyl ester), [Br-].[Na+] (sodium bromide), Cl (hydrochloric acid). The reagents and catalysts are S(=O)(=O)([O-])[O-].[Cu+2] (copper sulfate). The solvent is O (water), O (water). Reaction conditions: time 20 minute. Product: C(C)OC(CC=1N=C(SC1)Br)=O ((2-bromo-thiazol-4-yl)-acetic Acid Ethyl Ester). Isolated yield 6.0%. As a reaction SMILES: N([O-])=O.[Na+].[CH2:5]([O:7][C:8](=[O:16])[CH2:9][C:10]1[N:11]=[C:12](N)[S:13][CH:14]=1)[CH3:6].[Br-:17].[Na+].Cl>O.S([O-])([O-])(=O)=O.[Cu+2]>[CH2:5]([O:7][C:8](=[O:16])[CH2:9][C:10]1[N:11]=[C:12]([Br:17])[S:13][CH:14]=1)[CH3:6] |f:0.1,3.4,7.8|. Reported procedure: A solution of sodium nitrite (1.18 g, 0.0171 mol) in water (10 mL) was added dropwise to a mixture of (2-amino-thiazol-4-yl)acetic acid ethyl ester (2.60 g, 0.0140 mol), copper sulfate (6.84 g, 0.0429 mol), sodium bromide (5.89 g, 0.0573 mol) and 9 M hydrochloric acid aqueous solution (30 mL) at 0° C. over 10 minutes. After stirring at the same temperature for 20 minutes, the reaction solution was returned to room temperature over one hour and further stirred at room temperature for two hours. T... Starting materials: BrC=1C=CC=2N(C1)C(=NN2)C(=O)N2CCC(CC2)C2=C(C(=CC=C2)F)C(F)(F)F ((6-bromo-[1,2,4]triazolo[4,3-a]pyridin-3-yl)(4-(3-fluoro-2-(trifluoromethyl)phenyl)piperidin-1-yl)methanone), CN(C)C=O (DMF). Reagents/catalysts: C=1C=CC(=CC1)[P](C=2C=CC=CC2)(C=3C=CC=CC3)[Pd]([P](C=4C=CC=CC4)(C=5C=CC=CC5)C=6C=CC=CC6)([P](C=7C=CC=CC7)(C=8C=CC=CC8)C=9C=CC=CC9)[P](C=1C=CC=CC1)(C=1C=CC=CC1)C=1C=CC=CC1 (Pd(PPh3)4), [C-]#N.[Zn+2].[C-]#N (zinc cyanide). Solvent: C([O-])(O)=O.[Na+] (sodium bicarbonate). Run at temperature 130 celsius. Product: FC=1C(=C(C=CC1)C1CCN(CC1)C(=O)C1=NN=C2N1C=C(C=C2)C#N)C(F)(F)F (3-(4-(3-fluoro-2-(trifluoromethyl)phenyl)piperidine-1-carbonyl)-[1,2,4]triazolo[4,3-a]pyridine-6-carbonitrile). Yield: 67.0%. Reaction SMILES: Br[C:2]1[CH:3]=[CH:4][C:5]2[N:6]([C:8]([C:11]([N:13]3[CH2:18][CH2:17][CH:16]([C:19]4[CH:24]=[CH:23][CH:22]=[C:21]([F:25])[C:20]=4[C:26]([F:29])([F:28])[F:27])[CH2:15][CH2:14]3)=[O:12])=[N:9][N:10]=2)[CH:7]=1.[CH3:30][N:31](C=O)C>C(=O)(O)[O-].[Na+].[C-]#N.[Zn+2].[C-]#N.C1C=CC([P]([Pd]([P](C2C=CC=CC=2)(C2C=CC=CC=2)C2C=CC=CC=2)([P](C2C=CC=CC=2)(C2C=CC=CC=2)C2C=CC=CC=2)[P](C2C=CC=CC=2)(C2C=CC=CC=2)C2C=CC=CC=2)(C2C=CC=CC=2)C2C=CC=CC=2)=CC=1>[F:25][C:21]1[C:20]([C:26]([F:29])([F:28])[F:27])=[C:19]([CH:16]2[CH2:17][CH2:18][N:13]([C:11]([C:8]3[N:6]4[CH:7]=[C:2]([C:30]#[N:31])[CH:3]=[CH:4][C:5]4=[N:10][N:9]=3)=[O:12])[CH2:14][CH2:15]2)[CH:24]=[CH:23][CH:22]=1 |f:2.3,4.5.6,^1:48,50,69,88|. Procedure: A solution of (6-bromo-[1,2,4]triazolo[4,3-a]pyridin-3-yl)(4-(3-fluoro-2-(trifluoromethyl)phenyl)piperidin-1-yl)methanone (87 mg, 0.19 mmol) and zinc cyanide (43 mg, 037 mmol) in DMF (2.0 mL) was sparged with Ar for 10 min. To the solution was added Pd(PPh3)4 (21 mg, 0.019 mmol) the vessel was sealed and heated to 130° C. with microwaves for 30 min. The mixture was diluted with saturated sodium bicarbonate solution (30 mL) and extracted with EtOAc (3×30 mL). The combined organic extracts were co... Reactants: N (ammonia), [Li] (lithium), C(C1=CC=CC=C1)OC(=O)C1(C(N(C2=C(C(=C1)C1=CC=CC=C1)C=CC=C2)C)=O)N (3-(benzyloxycarbonyl)-amino-2,3-dihydro-1-methyl-5-phenyl-1H-1-benzazepin-2-one), C(C)(C)(C)O (tert-butanol). The solvent is C1CCOC1 (THF). Run at temperature -45 celsius. Product: N[C@@H](C)C(=O)C1(C(N(C2=C(C(C1)C1=CC=CC=C1)C=CC=C2)C)=O)N (3-(L-Alaninyl)-amino-2,3,4,5-tetrahydro-1-methyl-5-phenyl-1H-1-benzazepin-2-one). Reaction SMILES: [NH3:1].[Li].C([O:10][C:11]([C:13]1([NH2:32])[CH:19]=[C:18]([C:20]2[CH:25]=[CH:24][CH:23]=[CH:22][CH:21]=2)[C:17]2[CH:26]=[CH:27][CH:28]=[CH:29][C:16]=2[N:15]([CH3:30])[C:14]1=[O:31])=O)C1C=CC=CC=1.[C:33](O)([CH3:36])(C)C>C1COCC1>[NH2:1][C@H:33]([C:11]([C:13]1([NH2:32])[CH2:19][CH:18]([C:20]2[CH:25]=[CH:24][CH:23]=[CH:22][CH:21]=2)[C:17]2[CH:26]=[CH:27][CH:28]=[CH:29][C:16]=2[N:15]([CH3:30])[C:14]1=[O:31])=[O:10])[CH3:36] |^1:1|. Procedure: To a flask containing 300 mL of freshly condensed liquid ammonia at −70° C. was added lithium metal (4.1 equiv.). The dark blue slurry was warmed to −45° C. and treated with a pre-cooled solution of 3-(benzyloxycarbonyl)-amino-2,3-dihydro-1-methyl-5-phenyl-1H-1-benzazepin-2-one (Example 4-AC, Steps A-C) in 30 mL distilled THF. After 10 min a solution of tert-butanol (4.0 equiv.) in distilled THF was added. After an additional 10 min the reaction was quenched with ammonium chloride. The cooling b... The reagents and catalysts are Cl[Pd]([P](C1=CC=CC=C1)(C2=CC=CC=C2)C3=CC=CC=C3)([P](C4=CC=CC=C4)(C5=CC=CC=C5)C6=CC=CC=C6)Cl (trans-dichlorobis(triphenylphosphine)palladium), [Cu]I (copper (I) iodide). Yield: 87.3%. Procedure details: Dissolve (S)-(2,4-dichlorobenzyl)-[1-(5-iodopyridin-2-yl)-pyrrolidin-3-yl]-amine hydrochloride (250 mg, 0.52 mmol) in dichloromethane (15 mL) and triethylamine (10 mL). Add trans-dichlorobis(triphenylphosphine)palladium (II) (24 mg, 0.034 mmol), copper (I) iodide (6 mg, 0.032 mmol) and (trimethylsilyl)acetylene (370 μL, 2.62 mmol). Stir the mixture at room temperature for 1 h, filter through a pad of Celite®, concentrate and chromatograph on silica gel, eluting with a gradient of 20:80 to 1:1 et... Conditions: time 1 hour. Starting materials: Cl.ClC1=C(CN[C@@H]2CN(CC2)C2=NC=C(C=C2)I)C=CC(=C1)Cl ((S)-(2,4-dichlorobenzyl)-[1-(5-iodopyridin-2-yl)-pyrrolidin-3-yl]-amine hydrochloride), C[Si](C)(C)C#C ((trimethylsilyl)acetylene). The solvent is ClCCl (dichloromethane), C(C)N(CC)CC (triethylamine). Product: ClC1=C(CN[C@@H]2CN(CC2)C2=NC=C(C=C2)C#C[Si](C)(C)C)C=CC(=C1)Cl ((S)-(2,4-dichlorobenzyl)-[1-(5-trimethylsilanylethynyl-pyridin-2-yl)-pyrrolidin-3-yl]-amine). RXN SMILES: Cl.[Cl:2][C:3]1[CH:22]=[C:21]([Cl:23])[CH:20]=[CH:19][C:4]=1[CH2:5][NH:6][C@H:7]1[CH2:11][CH2:10][N:9]([C:12]2[CH:17]=[CH:16][C:15](I)=[CH:14][N:13]=2)[CH2:8]1.[CH3:24][Si:25]([C:28]#[CH:29])([CH3:27])[CH3:26]>ClCCl.C(N(CC)CC)C.Cl[Pd](Cl)([P](C1C=CC=CC=1)(C1C=CC=CC=1)C1C=CC=CC=1)[P](C1C=CC=CC=1)(C1C=CC=CC=1)C1C=CC=CC=1.[Cu]I>[Cl:2][C:3]1[CH:22]=[C:21]([Cl:23])[CH:20]=[CH:19][C:4]=1[CH2:5][NH:6][C@H:7]1[CH2:11][CH2:10][N:9]([C:12]2[CH:17]=[CH:16][C:15]([C:29]#[C:28][Si:25]([CH3:27])([CH3:26])[CH3:24])=[CH:14][N:13]=2)[CH2:8]1 |f:0.1,^1:42,61|.